From a dataset of the Open Reaction Database (ORD), a public repository of structured organic reaction records. describe an organic reaction: reactants, conditions, products, and yield The reactants are COCC1CCS(=O)(=O)c2c(C)cc(C(C)=O)c(C)c21, [O-]Cl, [Na+], [Na+], [Na+], C1COCCO1, O=S([O-])[O-]. Yields the product COCC1CCS(=O)(=O)c2c(C)cc(C(=O)O)c(C)c21. As a reaction SMILES: [C:1]([CH3:2])(=[O:3])[c:4]1[c:5]([CH3:20])[c:6]2[c:11]([c:12]([CH3:14])[cH:13]1)[S:10](=[O:15])(=[O:16])[CH2:9][CH2:8][CH:7]2[CH2:17][O:18][CH3:19].[Cl:21][O-:22].[Na+:23].[Na+:28].[Na+:29].[O:30]1[CH2:31][CH2:32][O:33][CH2:34][CH2:35]1.[S:24](=[O:25])([O-:26])[O-:27]>>[C:1](=[O:3])([c:4]1[c:5]([CH3:20])[c:6]2[c:11]([c:12]([CH3:14])[cH:13]1)[S:10](=[O:15])(=[O:16])[CH2:9][CH2:8][CH:7]2[CH2:17][O:18][CH3:19])[OH:25]. The reactants are C1(CCCC1)C(=O)OC (methyl cyclopentanecarboxylate), CP(OC)(OC)=O (dimethyl methylphosphonate), C(CCC)[Li] (n-butyl lithium), CCCCCC (hexane). The solvent is C(C)(=O)O (acetic acid), O (water), C1CCOC1 (THF), C1CCOC1 (THF). Run at temperature 0 celsius, time 30 minute. Product: C1(CCCC1)C(CP(OC)(OC)=O)=O (dimethyl 2-cyclopentyl-2-oxo-ethylphosphonate). Yield: 89.7%. RXN SMILES: [CH3:1][P:2](=[O:7])([O:5][CH3:6])[O:3][CH3:4].C([Li])CCC.CCCCCC.[CH:19]1([C:24](OC)=[O:25])[CH2:23][CH2:22][CH2:21][CH2:20]1>C1COCC1.C(O)(=O)C.O>[CH:19]1([C:24](=[O:25])[CH2:1][P:2](=[O:7])([O:5][CH3:6])[O:3][CH3:4])[CH2:23][CH2:22][CH2:21][CH2:20]1. Procedure: To a stirred solution of dimethyl methylphosphonate (11.55 g, 0.093 mol) in 150 ml of anhydrous THF at -78° C. was added dropwise a solution of n-butyl lithium in hexane (1.67N, 56.1 ml, 0.094 mol) under argon atmosphere, and the mixture was stirred for 30 minutes. To this reaction mixture was added a solution of methyl cyclopentanecarboxylate (5.0 g, 0.039 mol) in 10 ml of anhydrous THF. After being stirred for 30 minutes, the reaction mixture was allowed to warm to 0° C. and stirred for 1 hour... Run in O (water), O1CCCC1 (tetrahydrofuran). Yields the product C(C1=CC=CC=C1)(=O)N1C[C@H]2CCC(C[C@]2(CC1)C1=CC(=CC=C1)OC)=O (2-benzoyl-octahydro-4a-(3-methoxyphenyl)-cis-6(2H)-iso-quinolinone). Procedure details: 278 ml. of 2.2 N butyl lithium solution (612 mmol) are added to a mixture of 600 ml of absolute tetrahydrofuran, 112.2 g (600 mmol) of 3-bromoanisole and 661 mg (6 mmol) of hydroquinone at -65° under nitrogen. The resulting mixture is kept at -50° for 30 minutes, treated with 57.13 g (0.3 mol) of copper (I) iodide, stirred for 1 hour at -43°, and treated with 51.06 g (0.2 mol) of 1,3,4,7,8,8a-hexahydro-2-benzoyl-6(2H)-isoquinolinone. The mixture is allowed to warm to 0° over 2 hours and kept at ... Starting materials: C(C1=CC=CC=C1)(=O)N1CC2CCC(C=C2CC1)=O (1,3,4,7,8,8a-hexahydro-2-benzoyl-6(2H)-isoquinolinone), S(=O)(=O)([O-])[O-].[NH4+].[NH4+] (ammonium sulphate), C(CCC)[Li] (butyl lithium), BrC=1C=C(C=CC1)OC (3-bromoanisole), C1(O)=CC=C(O)C=C1 (hydroquinone). The reagents and catalysts are [Cu]I (copper (I) iodide). RXN SMILES: C([Li])CCC.Br[C:7]1[CH:8]=[C:9]([O:13][CH3:14])[CH:10]=[CH:11][CH:12]=1.C1(C=CC(O)=CC=1)O.[C:23]([N:31]1[CH2:40][CH2:39][C:38]2[CH:33]([CH2:34][CH2:35][C:36](=[O:41])[CH:37]=2)[CH2:32]1)(=[O:30])[C:24]1[CH:29]=[CH:28][CH:27]=[CH:26][CH:25]=1.S([O-])([O-])(=O)=O.[NH4+].[NH4+]>[Cu]I.O.O1CCCC1>[C:23]([N:31]1[CH2:40][CH2:39][C@@:38]2([C:7]3[CH:12]=[CH:11][CH:10]=[C:9]([O:13][CH3:14])[CH:8]=3)[C@H:33]([CH2:34][CH2:35][C:36](=[O:41])[CH2:37]2)[CH2:32]1)(=[O:30])[C:24]1[CH:25]=[CH:26][CH:27]=[CH:28][CH:29]=1 |f:4.5.6|. Reaction conditions: time 30 minute.